Dataset: the Open Reaction Database (ORD), a public repository of structured organic reaction records. Task: describe an organic reaction: reactants, conditions, products, and yield The reactants are [OH-].[Na+] (NaOH), FC(C=1C=C(C=CC1)C#CC1=C(N=C2N1C=CC=C2)CNC(NC=2C=C(C(=O)OC)C=CC2)=O)(F)F (methyl 3-(3-((3-((3-(trifluoromethyl)phenyl)ethynyl) imidazo[1,2-a]pyridin-2-yl)methyl)ureido)benzoate), C(C)(=O)O (acetic acid). Run in CO.O1CCCC1 (methanol tetrahydrofurane), O (water). Yields the product FC(C=1C=C(C=CC1)C#CC1=C(N=C2N1C=CC=C2)CNC(NC=2C=C(C(=O)O)C=CC2)=O)(F)F (3-(3-((3-((3-(trifluoromethyl)phenyl)ethynyl)imidazo[1,2-a]pyridin-2-yl)methyl) ureido) benzoic acid). The yield is 69.7%. As a reaction SMILES: [F:1][C:2]([F:36])([F:35])[C:3]1[CH:4]=[C:5]([C:9]#[C:10][C:11]2[N:15]3[CH:16]=[CH:17][CH:18]=[CH:19][C:14]3=[N:13][C:12]=2[CH2:20][NH:21][C:22](=[O:34])[NH:23][C:24]2[CH:25]=[C:26]([CH:31]=[CH:32][CH:33]=2)[C:27]([O:29]C)=[O:28])[CH:6]=[CH:7][CH:8]=1.[OH-].[Na+].C(O)(=O)C>CO.O1CCCC1.O>[F:36][C:2]([F:1])([F:35])[C:3]1[CH:4]=[C:5]([C:9]#[C:10][C:11]2[N:15]3[CH:16]=[CH:17][CH:18]=[CH:19][C:14]3=[N:13][C:12]=2[CH2:20][NH:21][C:22](=[O:34])[NH:23][C:24]2[CH:25]=[C:26]([CH:31]=[CH:32][CH:33]=2)[C:27]([OH:29])=[O:28])[CH:6]=[CH:7][CH:8]=1 |f:1.2,4.5|. Procedure: 0.038 g (0.078 mmol) of methyl 3-(3-((3-((3-(trifluoromethyl)phenyl)ethynyl) imidazo[1,2-a]pyridin-2-yl)methyl)ureido)benzoate were dissolved in 2 ml of a methanol/tetrahydrofurane mixture (1/1, v/v) with magnetic stirring and then 0.931 ml (0.931 mmol) of a (1M) NaOH aqueous solution were added and the mixture was stirred at r.t. for 16 h before being treated with a solution of 0.053 ml (0.931 mmol) of acetic acid in 10 ml of water. The mixture was stirred at r.t. for 30 min. The solid formed w... Reactants: [Al+3], O=C(C1CC1)N1CCC2C=Cc3ccccc3CC2C1, [H-], [H-], [H-], [H-], [Li+], [Na+], [Na+], O=S(=O)([O-])[O-], C1CCOC1. Product: C1=CC2CCN(CC3CC3)CC2Cc2ccccc21. RXN SMILES: [Al+3:22].[CH:1]1([C:4](=[O:5])[N:6]2[CH2:7][CH:8]3[CH:9]([CH2:10][CH2:11]2)[CH:12]=[CH:13][c:14]2[c:15]([cH:17][cH:18][cH:19][cH:20]2)[CH2:16]3)[CH2:2][CH2:3]1.[H-:21].[H-:24].[H-:25].[H-:26].[Li+:23].[Na+:27].[Na+:28].[O-:29][S:30](=[O:31])(=[O:32])[O-:33].[O:34]1[CH2:35][CH2:36][CH2:37][CH2:38]1>>[CH:1]1([CH2:4][N:6]2[CH2:7][CH:8]3[CH:9]([CH2:10][CH2:11]2)[CH:12]=[CH:13][c:14]2[c:15]([cH:17][cH:18][cH:19][cH:20]2)[CH2:16]3)[CH2:2][CH2:3]1. Reactants: C(=O)C1N(C2=CC=C(C=C2CC1)OC)C(=O)OCC (ethyl 2-formyl-6-methoxy-1,2,3,4-tetrahydroquinoline-1-carboxylate), [BH4-].[K+] (potassium borohydride). The solvent is CO (methanol), O (water), C1(=CC=CC=C1)C (toluene). Reaction conditions: time 1 hour. Product: COC=1C=C2CCC3N(C2=CC1)C(OC3)=O (7-Methoxy-3,3a,4,5-tetrahydro-1H-oxazolo[3,4-a]quinolin-1-one). Reaction SMILES: C([CH:3]1[CH2:12][CH2:11][C:10]2[C:5](=[CH:6][CH:7]=[C:8]([O:13][CH3:14])[CH:9]=2)[N:4]1[C:15]([O:17][CH2:18]C)=[O:16])=O.[BH4-].[K+]>CO.O.C1(C)C=CC=CC=1>[CH3:14][O:13][C:8]1[CH:9]=[C:10]2[C:5](=[CH:6][CH:7]=1)[N:4]1[C:15](=[O:16])[O:17][CH2:18][CH:3]1[CH2:12][CH2:11]2 |f:1.2|. Procedure: To a solution of 10.9 g (41.4 mmol) of ethyl 2-formyl-6-methoxy-1,2,3,4-tetrahydroquinoline-1-carboxylate in 100 ml of methanol, cooled to 0° C., are added portionwise 2.2 g (41.4 mmol) of potassium borohydride. The medium is stirred for 1 h and then hydrolyzed, diluted with water and extracted with diethyl ether. The organic phase is then washed with water and dried over sodium sulphate, and the solvent is evaporated off under reduced pressure. The oil obtained is redissolved in 90 ml of toluen... Reactants: NC1=C(C(=O)C2=C(C=CC=C2F)F)C=C(C=C1)Cl (2-amino-5-chloro-2',6'-difluorobenzophenone), O.NN (hydrazine hydrate). The solvent is C(COCCO)O (diethylene glycol). The product is NC1=C(C(C2=C(C=CC=C2F)F)=NN)C=C(C=C1)Cl (2-amino-5-chloro-2',6'-difluorobenzophenone hydrazone). As a reaction SMILES: [NH2:1][C:2]1[CH:17]=[CH:16][C:15]([Cl:18])=[CH:14][C:3]=1[C:4]([C:6]1[C:11]([F:12])=[CH:10][CH:9]=[CH:8][C:7]=1[F:13])=O.O.[NH2:20][NH2:21]>C(O)COCCO>[NH2:1][C:2]1[CH:17]=[CH:16][C:15]([Cl:18])=[CH:14][C:3]=1[C:4](=[N:20][NH2:21])[C:6]1[C:11]([F:12])=[CH:10][CH:9]=[CH:8][C:7]=1[F:13] |f:1.2|. Procedure: In the manner given in Preparation 1, 2-amino-5-chloro-2',6'-difluorobenzophenone is refluxed with hydrazine hydrate in diethylene glycol to give 2-amino-5-chloro-2',6'-difluorobenzophenone hydrazone. Starting materials: Cc1ccc2cccc(Cl)c2n1, [Na+], [OH-], O, O=[N+]([O-])O, O=S(=O)(O)O. Yields the product Cc1ccc2c([N+](=O)[O-])ccc(Cl)c2n1. As a reaction SMILES: [Cl:1][c:2]1[cH:3][cH:4][cH:5][c:6]2[cH:7][cH:8][c:9]([CH3:12])[n:10][c:11]12.[Na+:19].[OH-:18].[OH2:17].[OH:13][N+:14]([O-:15])=[O:16].[S:20](=[O:21])(=[O:22])([OH:23])[OH:24]>>[Cl:1][c:2]1[cH:3][cH:4][c:5]([N+:14](=[O:13])[O-:15])[c:6]2[cH:7][cH:8][c:9]([CH3:12])[n:10][c:11]12. RXN SMILES: [OH:1][C@@H:2]([CH2:28][OH:29])[CH2:3][NH:4][C:5]([C:7]1[C:8](=[O:27])[N:9]([CH3:26])[C:10]2[C:15]([C:16]=1[OH:17])=[N:14][CH:13]=[C:12]([CH2:18][C:19]1[CH:24]=[CH:23][C:22]([F:25])=[CH:21][CH:20]=1)[CH:11]=2)=[O:6].[OH-].[Na+:31]>>[OH:1][C@@H:2]([CH2:28][OH:29])[CH2:3][NH:4][C:5]([C:7]1[C:8](=[O:27])[N:9]([CH3:26])[C:10]2[C:15]([C:16]=1[O-:17])=[N:14][CH:13]=[C:12]([CH2:18][C:19]1[CH:20]=[CH:21][C:22]([F:25])=[CH:23][CH:24]=1)[CH:11]=2)=[O:6].[Na+:31] |f:1.2,3.4|. Yield: 94.0%. The product is O[C@H](CNC(=O)C=1C(N(C2=CC(=CN=C2C1[O-])CC1=CC=C(C=C1)F)C)=O)CO.[Na+] (sodium 3-({[(2R)-2,3-dihydroxypropyl]amino}carbonyl)-7-[(4-fluorophenyl)methyl]-1-methyl-2-oxo-1,2-dihydro-1,5-naphthyridine-4-olate). Reported procedure: In a manner similar to that described in example 474, from N-[(2R)-2,3-dihydroxypropyl]-7-[(4-fluorophenyl)methyl]-4-hydroxy-1-methyl-2-oxo-1,2-dihydro-1,5-naphthyridine-3-carboxamide (395 mg, 0.985 mmol described in example 516) and 1 N sodium hydroxide (0.99 mL) was prepared sodium 3-({[(2R)-2,3-dihydroxypropyl]amino}carbonyl)-7-[(4-fluorophenyl)methyl]-1-methyl-2-oxo-1,2-dihydro-1,5-naphthyridine-4-olate (390 mg, 94% yield) as a white solid. 1H NMR (DMSO-d6) δ 10.61 (s, 1 H), 8.17 (s, 1 H), 7... Starting materials: O[C@H](CNC(=O)C=1C(N(C2=CC(=CN=C2C1O)CC1=CC=C(C=C1)F)C)=O)CO (N-[(2R)-2,3-dihydroxypropyl]-7-[(4-fluorophenyl)methyl]-4-hydroxy-1-methyl-2-oxo-1,2-dihydro-1,5-naphthyridine-3-carboxamide), [OH-].[Na+] (sodium hydroxide).